This data is from the Open Reaction Database (ORD), a public repository of structured organic reaction records. The task is: describe an organic reaction: reactants, conditions, products, and yield Starting materials: Cc1ccccc1, O=C(Cl)Cl, NC1CCCc2ccsc21. Product: O=C=NC1CCCc2ccsc21. Reaction SMILES: [CH3:15][c:16]1[cH:17][cH:18][cH:19][cH:20][cH:21]1.[Cl:11][C:12]([Cl:13])=[O:14].[s:1]1[c:2]2[c:3]([cH:4][cH:5]1)[CH2:6][CH2:7][CH2:8][CH:9]2[NH2:10]>>[s:1]1[c:2]2[c:3]([cH:4][cH:5]1)[CH2:6][CH2:7][CH2:8][CH:9]2[N:10]=[C:12]=[O:14]. The reactants are COC=1C=C(C(=O)N2CC(CC2)(CCOS(=O)(=O)C)C2=CC=C(C=C2)F)C=C(C1OC)OC (1-(3,4,5-trimethoxybenzoyl)-3-(4-fluorophenyl)-3-(2-methanesulfonyloxyethyl)pyrrolidine), C(C)OCCN1C(=NC2=C1C=CC=C2)NC2CCNCC2 ((1-(2-ethoxyethyl)-1H-benzimidazol-2-yl)(piperidin-4-yl)amine). The product is COC=1C=C(C(=O)N2CC(CC2)(C2=CC=C(C=C2)F)CCN2CCC(CC2)NC2=NC3=C(N2CCOCC)C=CC=C3)C=C(C1OC)OC (1-(3,4,5-trimethoxybenzoyl)-3-(2-(4-(1-(2-ethoxyethyl)-1H-benzimidazol-2-yl-amino)piperidin-1-yl)ethyl)-3-(4-fluorophenyl)pyrrolidine). Reaction SMILES: [CH3:1][O:2][C:3]1[CH:4]=[C:5]([CH:27]=[C:28]([O:32][CH3:33])[C:29]=1[O:30][CH3:31])[C:6]([N:8]1[CH2:12][CH2:11][C:10]([C:20]2[CH:25]=[CH:24][C:23]([F:26])=[CH:22][CH:21]=2)([CH2:13][CH2:14]OS(C)(=O)=O)[CH2:9]1)=[O:7].[CH2:34]([O:36][CH2:37][CH2:38][N:39]1[C:43]2[CH:44]=[CH:45][CH:46]=[CH:47][C:42]=2[N:41]=[C:40]1[NH:48][CH:49]1[CH2:54][CH2:53][NH:52][CH2:51][CH2:50]1)[CH3:35]>>[CH3:33][O:32][C:28]1[CH:27]=[C:5]([CH:4]=[C:3]([O:2][CH3:1])[C:29]=1[O:30][CH3:31])[C:6]([N:8]1[CH2:12][CH2:11][C:10]([CH2:13][CH2:14][N:52]2[CH2:51][CH2:50][CH:49]([NH:48][C:40]3[N:39]([CH2:38][CH2:37][O:36][CH2:34][CH3:35])[C:43]4[CH:44]=[CH:45][CH:46]=[CH:47][C:42]=4[N:41]=3)[CH2:54][CH2:53]2)([C:20]2[CH:21]=[CH:22][C:23]([F:26])=[CH:24][CH:25]=2)[CH2:9]1)=[O:7]. Procedure details: Prepare by the method of Example 16.7 using 1-(3,4,5-trimethoxybenzoyl)-3-(4-fluorophenyl)-3-(2-methanesulfonyloxyethyl)pyrrolidine (1.0 g, 3.5 mmol) and (1-(2-ethoxyethyl)-1H-benzimidazol-2-yl)(piperidin-4-yl)amine (1.6 g, 1.6 mmol). Purify by chromatography on silica gel eluting with 2% triethylamine/10% methanol/ethyl acetate to give the title compound: mp; 217-220° C. Rf=0.38 (silica gel, 2% triethylamine/5% methanol/ethyl acetate). Yield: 35.8%. As a reaction SMILES: [CH3:1][C:2]1[CH:8]=[CH:7][CH:6]=[CH:5][C:3]=1[NH2:4].[CH3:9][C:10]1[C:11]([N:18]2[CH2:27][CH2:26][C:25]3[C:20](=[CH:21][CH:22]=[CH:23][CH:24]=3)[CH:19]2[CH3:28])=[N:12][C:13]([Cl:17])=[N:14][C:15]=1[CH3:16]>CN(C)C=O>[ClH:17].[CH3:9][C:10]1[C:11]([N:18]2[CH2:27][CH2:26][C:25]3[C:20](=[CH:21][CH:22]=[CH:23][CH:24]=3)[CH:19]2[CH3:28])=[N:12][C:13]([NH:4][C:3]2[CH:5]=[CH:6][CH:7]=[CH:8][C:2]=2[CH3:1])=[N:14][C:15]=1[CH3:16] |f:3.4|. Reported procedure: After 2-methylaniline(1.0 ml, 9.6 mmol) was added to a mixture solution of 5,6-Dimethyl-4-(1-methyl-1,2,3,4-tetrahydroisoquinolin-2-yl)-2-chloropyrimidine(1.34 g, 4.6 mmol) and dimethylformamide(5 ml), 0.65 g of the titled compound was obtained in accordance with the same procedure as in Step 2 of Example 1. The reactants are CC1=C(N)C=CC=C1 (2-methylaniline), CC=1C(=NC(=NC1C)Cl)N1C(C2=CC=CC=C2CC1)C (5,6-Dimethyl-4-(1-methyl-1,2,3,4-tetrahydroisoquinolin-2-yl)-2-chloropyrimidine). Run in CN(C=O)C (dimethylformamide). Product: Cl.CC=1C(=NC(=NC1C)NC1=C(C=CC=C1)C)N1C(C2=CC=CC=C2CC1)C (5,6-Dimethyl-2-(2-methylphenylamino)-4-(1-methyl-1,2,3,4-tetrahydroisoquinolin-2-yl)pyrimidine hydrochloride). Reactants: COC(=O)c1cccc(Br)n1, O=C([O-])[O-], COCCOC, O=Cc1ccc(F)c(B(O)O)c1, [Na+], [Na+]. Product: COC(=O)c1cccc(-c2cc(C=O)ccc2F)n1. As a reaction SMILES: [Br:1][c:2]1[cH:3][cH:4][cH:5][c:6]([C:8](=[O:9])[O:10][CH3:11])[n:7]1.[C:24](=[O:25])([O-:26])[O-:27].[CH3:30][O:31][CH2:32][CH2:33][O:34][CH3:35].[F:12][c:13]1[c:14]([B:21]([OH:22])[OH:23])[cH:15][c:16]([CH:19]=[O:20])[cH:17][cH:18]1.[Na+:28].[Na+:29]>>[c:2]1(-[c:14]2[c:13]([F:12])[cH:18][cH:17][c:16]([CH:19]=[O:20])[cH:15]2)[cH:3][cH:4][cH:5][c:6]([C:8](=[O:9])[O:10][CH3:11])[n:7]1. Reactants: ice water, C(#N)C1=CC=C(C=C1)O (p-cyanophenol), BrCCCC1=CC=CC=C1 (1-bromo-3-phenylpropane), CC(C)([O-])C.[K+] (potassium t-butoxide). Run in CN(C=O)C (N,N-dimethylformamide). Run at time 30 minute. The product is C1(=CC=CC=C1)CCCOC1=CC=C(C#N)C=C1 (4-(3-phenylpropoxy)benzonitrile). The yield is 72.7%. As a reaction SMILES: [C:1]([C:3]1[CH:8]=[CH:7][C:6]([OH:9])=[CH:5][CH:4]=1)#[N:2].CC(C)([O-])C.[K+].Br[CH2:17][CH2:18][CH2:19][C:20]1[CH:25]=[CH:24][CH:23]=[CH:22][CH:21]=1>CN(C)C=O>[C:20]1([CH2:19][CH2:18][CH2:17][O:9][C:6]2[CH:7]=[CH:8][C:3]([C:1]#[N:2])=[CH:4][CH:5]=2)[CH:25]=[CH:24][CH:23]=[CH:22][CH:21]=1 |f:1.2|. Reported procedure: There was dissolved 3.574 g of p-cyanophenol in 30 ml of N,N-dimethylformamide, followed by addition of 4.364 g of a 90% potassium t-butoxide and stirring at room temperature for 30 minutes. Then 6.570 g of 1-bromo-3-phenylpropane was dropwise added to the solution and the mixture was stirred for 20 hours. The reaction solution was added to ice water, the resulting precipitates were filtered off, washed with water and recrystallized from a mixture of ethanol and n-hexane to give 5.176 g (yield 7... Run at time 8 hour. Reaction SMILES: [O:1]=[C:2]1[N:11]2[N:12]=[C:13]([C:15](Cl)=[O:16])[CH:14]=[C:10]2[C:9]2[CH:8]=[CH:7][CH:6]=[CH:5][C:4]=2[NH:3]1.C([OH:22])CCC.N1C=[CH:27][CH:26]=[CH:25][CH:24]=1>>[O:1]=[C:2]1[N:11]2[N:12]=[C:13]([C:15]([O:16][CH2:24][CH2:25][CH2:26][CH3:27])=[O:22])[CH:14]=[C:10]2[C:9]2[CH:8]=[CH:7][CH:6]=[CH:5][C:4]=2[NH:3]1. The reactants are O=C1NC=2C=CC=CC2C=2N1N=C(C2)C(=O)Cl (5,6-dihydro-5-oxopyrazolo[1,5-c]quinazoline-2-carbonyl chloride), N1=CC=CC=C1 (pyridine), C(CCC)O (n-butanol). Product: O=C1NC=2C=CC=CC2C=2N1N=C(C2)C(=O)OCCCC (5,6-Dihydro-5-oxopyrazolo[1,5-c]quinazoline-2-carboxylic acid, n-butyl ester). Procedure: To a suspension of 4.6 g (0.019 mole) of 5,6-dihydro-5-oxopyrazolo[1,5-c]quinazoline-2-carbonyl chloride in 200 ml of pyridine under nitrogen is added, slowly in a dropwise fashion, a solution of 1.98 g (0.019 mole) of n-butanol. After stirring overnight at room temperature, the reaction mixture is filtered and the filtrate concentrated to a small volume and diluted with cold water. The title compound is filtered off and dried, m.p. 198°-200°. Starting materials: ClC1=CC=CC=2N1N=C(C2C2=NC(=NC=C2)NC2CCCC2)C2=CC=C(C=C2)F (4-[7-chloro-2-(4-fluorophenyl)pyrazolo[1,5-α]pyridin-3-yl]-N-cyclopentyl-2-pyrimidinamine), [N-]=[N+]=[N-].[Na+] (sodium azide), CCOCC (ether), resultant mixture. Solvent: CN(C=O)C (N,N-dimethylformamide). The product is C1(CCCC1)NC1=NC=CC(=N1)C=1C(=NN2C1C=CC=C2N)C2=CC=C(C=C2)F (3-[2-(cyclopentylamino)-4-pyrimidinyl]-2-(4-fluorophenyl)pyrazolo[1,5-α]pyridin-7-amine). Isolated yield 59.4%. As a reaction SMILES: Cl[C:2]1[N:7]2[N:8]=[C:9]([C:23]3[CH:28]=[CH:27][C:26]([F:29])=[CH:25][CH:24]=3)[C:10]([C:11]3[CH:16]=[CH:15][N:14]=[C:13]([NH:17][CH:18]4[CH2:22][CH2:21][CH2:20][CH2:19]4)[N:12]=3)=[C:6]2[CH:5]=[CH:4][CH:3]=1.[N-:30]=[N+]=[N-].[Na+].CCOCC>CN(C)C=O>[CH:18]1([NH:17][C:13]2[N:12]=[C:11]([C:10]3[C:9]([C:23]4[CH:24]=[CH:25][C:26]([F:29])=[CH:27][CH:28]=4)=[N:8][N:7]4[C:2]([NH2:30])=[CH:3][CH:4]=[CH:5][C:6]=34)[CH:16]=[CH:15][N:14]=2)[CH2:19][CH2:20][CH2:21][CH2:22]1 |f:1.2|. Procedure: To a solution of 4-[7-chloro-2-(4-fluorophenyl)pyrazolo[1,5-α]pyridin-3-yl]-N-cyclopentyl-2-pyrimidinamine (53 mg, 0.13 mmol) in N,N-dimethylformamide (4 mL) was added sodium azide (85 mg, 1.3 mmol). The resultant mixture was heated to 100° C. for 18 hours. The reaction mixture was cooled to room temperature and ether was added. The organic layer was washed with brine. The aqueous layer was extracted with ether and the combined organics dried over magnesium sulfate. Filtration and concentration ... Reactants: C(C1=CC=CC=C1)(=O)NC1=CC=C(C=C1)C1=CC=C2CN(C(C2=C1)=O)[C@H](C(=O)OC)C(C)C ((S)-Methyl 2-(6-(4-benzamidophenyl)-1-oxoisoindolin-2-yl)-3-methylbutanoate), NC1=CC=C(C=C1)C1=CC=C2CN(C(C2=C1)=O)C(C(=O)OC)(C)C (Methyl 2-(6-(4-aminophenyl)-1-oxoisoindolin-2-yl)-2-methylpropanoate), FC(OC1=CC=C(C(=O)Cl)C=C1)(F)F (4-trifluoromethoxy-benzoyl chloride). The product is CC(C(=O)OC)(C)N1C(C2=CC(=CC=C2C1)C1=CC=C(C=C1)NC(C1=CC=C(C=C1)OC(F)(F)F)=O)=O (Methyl 2-methyl-2-(1-oxo-6-(4-(4-(trifluoromethoxy)benzamido)phenyl)iso indolin-2-yl)propanoate). The yield is 96.0%. As a reaction SMILES: C(NC1C=CC(C2C=C3C(CN([C@@H](C(C)C)C(OC)=O)C3=O)=CC=2)=CC=1)(=O)C1C=CC=CC=1.[NH2:34][C:35]1[CH:40]=[CH:39][C:38]([C:41]2[CH:49]=[C:48]3[C:44]([CH2:45][N:46]([C:51]([CH3:57])([CH3:56])[C:52]([O:54][CH3:55])=[O:53])[C:47]3=[O:50])=[CH:43][CH:42]=2)=[CH:37][CH:36]=1.[F:58][C:59]([F:71])([F:70])[O:60][C:61]1[CH:69]=[CH:68][C:64]([C:65](Cl)=[O:66])=[CH:63][CH:62]=1>>[CH3:56][C:51]([N:46]1[CH2:45][C:44]2[C:48](=[CH:49][C:41]([C:38]3[CH:37]=[CH:36][C:35]([NH:34][C:65](=[O:66])[C:64]4[CH:68]=[CH:69][C:61]([O:60][C:59]([F:58])([F:70])[F:71])=[CH:62][CH:63]=4)=[CH:40][CH:39]=3)=[CH:42][CH:43]=2)[C:47]1=[O:50])([CH3:57])[C:52]([O:54][CH3:55])=[O:53]. Procedure details: The compound of example 522 was prepared analogous to compound of example 97 by reaction of compound of example 515 with 4-trifluoromethoxy-benzoyl chloride. Reactants: CCO, CC1=C2CCC(O)CC(C)C2CC1. Product: CC1CCC2C(C)CC(O)CCC12. RXN SMILES: [CH3:14][CH2:15][OH:16].[OH:1][CH:2]1[CH2:3][CH:4]([CH3:13])[CH:5]2[CH2:6][CH2:7][C:8]([CH3:12])=[C:9]2[CH2:10][CH2:11]1>>[OH:1][CH:2]1[CH2:3][CH:4]([CH3:13])[CH:5]2[CH2:6][CH2:7][CH:8]([CH3:12])[CH:9]2[CH2:10][CH2:11]1. Reactants: COC1C2=C(OC1=O)C=CC=CC2=C=O (3-methoxy-carbonyl-2H-cyclohepta(b)furan-2-one), CC(=O)C (acetone), C(C)NCC (diethylamine). Solvent: O (Water). Yields the product COC(=O)C1=C(C=C2C=CC=CC=C12)C (methyl-2-methyl-azulenecarboxylate). RXN SMILES: CO[CH:3]1[C:7](=[O:8])[O:6][C:5]2[CH:9]=[CH:10][CH:11]=[CH:12][C:13](=[C:14]=O)[C:4]1=2.[CH3:16][C:17](C)=O.[CH2:20](NCC)C>O>[CH3:20][O:6][C:7]([C:3]1[C:4]2[C:13]([CH:12]=[CH:11][CH:10]=[CH:9][CH:5]=2)=[CH:14][C:16]=1[CH3:17])=[O:8]. Procedure details: 2-Methylazulene was synthesized in accordance with the method described in Japanese Laid-Open Patent Publication No. 207232/1987. Thus, 19.5 g (0.16 mol) of tropolone and 40 g (0.21 mol) of p-toluenesulfonic acid chloride were reacted with each other in pyridine to obtain 37.1 g of tosylated tropolone. This compound was then reacted with 20 g (0.15 mol) of dimethyl malonate and 9.7 g (0.18 mol) of NaOMe in methanol at room temperature for four hours to obtain 14.4 g of 3-methoxy-carbonyl-2H-cycl...